Dataset: the Open Reaction Database (ORD), a public repository of structured organic reaction records. Task: describe an organic reaction: reactants, conditions, products, and yield The reactants are BrC1=CC=C(C=C1)[C@@H](CC(=O)N(C)OC)C1=C(C=CC=C1)C ((R)-3-(4-bromo-phenyl)-N-methoxy-N-methyl-3-o-tolyl-propionamide), B(O)(O)C1=CC=C(C(=O)O)C=C1 (4-boronobenzoic acid). The product is CON(C(=O)C[C@@H](C1=C(C=CC=C1)C)C1=CC=C(C=C1)C1=CC=C(C=C1)C(=O)O)C (4′-[(R)-2-(Methoxy-methyl-carbamoyl)-1-o-tolyl-ethyl]-biphenyl-4-carboxylic acid). As a reaction SMILES: Br[C:2]1[CH:7]=[CH:6][C:5]([C@H:8]([C:16]2[CH:21]=[CH:20][CH:19]=[CH:18][C:17]=2[CH3:22])[CH2:9][C:10]([N:12]([O:14][CH3:15])[CH3:13])=[O:11])=[CH:4][CH:3]=1.B([C:26]1[CH:34]=[CH:33][C:29]([C:30]([OH:32])=[O:31])=[CH:28][CH:27]=1)(O)O>>[CH3:15][O:14][N:12]([CH3:13])[C:10]([CH2:9][C@H:8]([C:5]1[CH:6]=[CH:7][C:2]([C:26]2[CH:34]=[CH:33][C:29]([C:30]([OH:32])=[O:31])=[CH:28][CH:27]=2)=[CH:3][CH:4]=1)[C:16]1[CH:21]=[CH:20][CH:19]=[CH:18][C:17]=1[CH3:22])=[O:11]. Procedure details: In analogy to example 74, step 6, from (R)-3-(4-bromo-phenyl)-N-methoxy-N-methyl-3-o-tolyl-propionamide (example 142, step 1) and 4-boronobenzoic acid was prepared the title compound as a light brown foam, MS (ESI+): m/z=404.2 [M+H]+.